Dataset: the Open Reaction Database (ORD), a public repository of structured organic reaction records. Task: describe an organic reaction: reactants, conditions, products, and yield The reactants are B, O=C([O-])[O-], Cc1ccc(C#N)c(C)c1C(=O)O, [K+], [K+], C1CCOC1, O. The product is Cc1ccc(C#N)c(C)c1CO. RXN SMILES: [BH3:14].[C:16](=[O:17])([O-:18])[O-:19].[C:1](#[N:2])[c:3]1[c:4]([CH3:13])[c:5]([C:6](=[O:7])[OH:8])[c:9]([CH3:12])[cH:10][cH:11]1.[K+:20].[K+:21].[O:22]1[CH2:23][CH2:24][CH2:25][CH2:26]1.[OH2:15]>>[C:1](#[N:2])[c:3]1[c:4]([CH3:13])[c:5]([CH2:6][OH:7])[c:9]([CH3:12])[cH:10][cH:11]1. Reactants: FC1=CC=C(C(=N1)I)OC (6-Fluoro-2-iodo-3-methoxypyridine), tetrakistriphenylphosphine palladium (0), C(CCC)[Sn](C1=NC=CC=C1)(CCCC)CCCC (2-Tributylstannylpyridine). The reagents and catalysts are [Cu]=O (copper(II) oxide). Solvent: CN(C=O)C (N,N-dimethylformamide). Reaction conditions: temperature 100 celsius, time 8 hour. Product: FC1=CC=C(C(=N1)C1=NC=CC=C1)OC (6-fluoro-3-methoxy-[2,2′]bipyridine). The yield is 17.7%. RXN SMILES: [F:1][C:2]1[N:7]=[C:6](I)[C:5]([O:9][CH3:10])=[CH:4][CH:3]=1.C([Sn](CCCC)(CCCC)[C:16]1[CH:21]=[CH:20][CH:19]=[CH:18][N:17]=1)CCC>CN(C)C=O.[Cu]=O>[F:1][C:2]1[N:7]=[C:6]([C:16]2[CH:21]=[CH:20][CH:19]=[CH:18][N:17]=2)[C:5]([O:9][CH3:10])=[CH:4][CH:3]=1. Reported procedure: 6-Fluoro-2-iodo-3-methoxypyridine (84 mg), tetrakistriphenylphosphine palladium (0) (38 mg), and copper(II) oxide (53 mg) were suspended in N,N-dimethylformamide (2 ml). 2-Tributylstannylpyridine (244 mg) was added to the suspension, and the mixture was stirred at 100° C. overnight. The reaction solution was cooled to room temperature. The reaction solution was then filtered, the solvent was removed from the filtrate by distillation under the reduced pressure. Water was then added to the residue... The reactants are CC(C)(C)OC(=O)C(Cc1ccccc1)NCC1c2c(c3ccccc3c3ccccc23)-c2c1c1ccccc1c1ccccc21, CCOCC, O, O=C(O)C(F)(F)F. The product is O=C(O)C(Cc1ccccc1)NCC1c2c(c3ccccc3c3ccccc23)-c2c1c1ccccc1c1ccccc21. As a reaction SMILES: [C:1]([CH3:2])([CH3:3])([CH3:4])[O:5][C:6]([CH:7]([NH:8][CH2:9][CH:10]1[c:11]2[c:12]3[c:13]([c:14]4[c:15]([c:16]2-[c:17]2[c:18]5[c:19]([c:20]6[c:21]([c:22]21)[cH:23][cH:24][cH:25][cH:26]6)[cH:27][cH:28][cH:29][cH:30]5)[cH:31][cH:32][cH:33][cH:34]4)[cH:35][cH:36][cH:37][cH:38]3)[CH2:39][c:40]1[cH:41][cH:42][cH:43][cH:44][cH:45]1)=[O:46].[CH2:55]([O:56][CH2:57][CH3:58])[CH3:59].[OH2:54].[OH:47][C:48]([C:49]([F:50])([F:51])[F:52])=[O:53]>>[O:5]=[C:6]([CH:7]([NH:8][CH2:9][CH:10]1[c:11]2[c:12]3[c:13]([c:14]4[c:15]([c:16]2-[c:17]2[c:18]5[c:19]([c:20]6[c:21]([c:22]21)[cH:23][cH:24][cH:25][cH:26]6)[cH:27][cH:28][cH:29][cH:30]5)[cH:31][cH:32][cH:33][cH:34]4)[cH:35][cH:36][cH:37][cH:38]3)[CH2:39][c:40]1[cH:41][cH:42][cH:43][cH:44][cH:45]1)[OH:46]. The reactants are COC=1C=C2C(=NC=NC2=CC1OC)OC=1C=C(N)C=CC1 (3-(6,7-dimethoxyquinazolin-4-yloxy)aniline), C1(=CC=CC=C1)N1N=C(C=C1NC(OC1=CC=CC=C1)=O)C(C(F)(F)F)(C)C (phenyl 1-phenyl-3-(1,1,1-trifluoro-2-methylpropan-2-yl)-1H-pyrazol-5-ylcarbamate). Reagents/catalysts: CN(C)C=1C=CN=CC1 (DMAP). The solvent is C1CCOC1 (THF). Conditions: time 8 hour. Product: COC=1C=C2C(=NC=NC2=CC1OC)OC=1C=C(C=CC1)NC(=O)NC1=CC(=NN1C1=CC=CC=C1)C(C(F)(F)F)(C)C (1-(3-(6,7-dimethoxyquinazolin-4-yloxy)phenyl)-3-(1-phenyl-3-(1,1,1-trifluoro-2-methylpropan-2-yl)-1H-pyrazol-5-yl)urea). Isolated yield 57.9%. Reaction SMILES: [CH3:1][O:2][C:3]1[CH:4]=[C:5]2[C:10](=[CH:11][C:12]=1[O:13][CH3:14])[N:9]=[CH:8][N:7]=[C:6]2[O:15][C:16]1[CH:17]=[C:18]([CH:20]=[CH:21][CH:22]=1)[NH2:19].[C:23]1([N:29]2[C:33]([NH:34][C:35](=O)[O:36]C3C=CC=CC=3)=[CH:32][C:31]([C:44]([CH3:50])([CH3:49])[C:45]([F:48])([F:47])[F:46])=[N:30]2)[CH:28]=[CH:27][CH:26]=[CH:25][CH:24]=1>C1COCC1.CN(C1C=CN=CC=1)C>[CH3:1][O:2][C:3]1[CH:4]=[C:5]2[C:10](=[CH:11][C:12]=1[O:13][CH3:14])[N:9]=[CH:8][N:7]=[C:6]2[O:15][C:16]1[CH:17]=[C:18]([NH:19][C:35]([NH:34][C:33]2[N:29]([C:23]3[CH:28]=[CH:27][CH:26]=[CH:25][CH:24]=3)[N:30]=[C:31]([C:44]([CH3:50])([CH3:49])[C:45]([F:48])([F:47])[F:46])[CH:32]=2)=[O:36])[CH:20]=[CH:21][CH:22]=1. Reported procedure: To a solution of 3-(6,7-dimethoxyquinazolin-4-yloxy)aniline (89 mg, 0.3 mmol), prepared as described in Example 113A, in THF (3.3 ml) was added DMAP (20 mg, 0.16 mmol) and phenyl 1-phenyl-3-(1,1,1-trifluoro-2-methylpropan-2-yl)-1H-pyrazol-5-ylcarbamate (104 mg, 0.3 mmol) described in the previous step. The reaction mixture was stirred at rt overnight, then concentrated under reduced pressure. The crude was purified by silica gel chromatography (hexane/ethyl acetate 25-100%) and triturated in die... The reactants are CC(NC(=O)OC(C)(C)C)c1cccc(N2CCOC(CO)C2)c1, Cl. Product: CC(N)c1cccc(N2CCOC(CO)C2)c1. Reaction SMILES: [C:1]([O:2][C:3](=[O:4])[NH:7][CH:8]([CH3:9])[c:10]1[cH:11][c:12]([N:16]2[CH2:17][CH:18]([CH2:22][OH:23])[O:19][CH2:20][CH2:21]2)[cH:13][cH:14][cH:15]1)([CH3:5])([CH3:6])[CH3:24].[ClH:25]>>[NH2:7][CH:8]([CH3:9])[c:10]1[cH:11][c:12]([N:16]2[CH2:17][CH:18]([CH2:22][OH:23])[O:19][CH2:20][CH2:21]2)[cH:13][cH:14][cH:15]1.